Dataset: the Open Reaction Database (ORD), a public repository of structured organic reaction records. Task: describe an organic reaction: reactants, conditions, products, and yield The reactants are Cl.N[C@H]1CCC2=C(C=CC=C12)C1=NN=C(S1)C=1C=CC(=C(C#N)C1)OC(C)C ((S)-5-(5-(1-amino-2,3-dihydro-1H-inden-4-yl)-1,3,4-thiadiazol-2-yl)-2-isopropoxybenzonitrile hydrochloride), TEA, ClC(=O)OC (methyl chloroformate). The solvent is C(Cl)Cl (DCM). Run at time 16 hour. The product is COC(N[C@H]1CCC2=C(C=CC=C12)C=1SC(=NN1)C1=CC(=C(C=C1)OC(C)C)C#N)=O ((S)-methyl(4-(5-(3-cyano-4-isopropoxyphenyl)-1,3,4-thiadiazol-2-yl)-2,3-dihydro-1H-inden-1-yl)carbamate). Isolated yield 92.1%. RXN SMILES: Cl.[NH2:2][C@@H:3]1[C:11]2[C:6](=[C:7]([C:12]3[S:16][C:15]([C:17]4[CH:18]=[CH:19][C:20]([O:25][CH:26]([CH3:28])[CH3:27])=[C:21]([CH:24]=4)[C:22]#[N:23])=[N:14][N:13]=3)[CH:8]=[CH:9][CH:10]=2)[CH2:5][CH2:4]1.Cl[C:30]([O:32][CH3:33])=[O:31]>C(Cl)Cl>[CH3:33][O:32][C:30](=[O:31])[NH:2][C@@H:3]1[C:11]2[C:6](=[C:7]([C:12]3[S:16][C:15]([C:17]4[CH:18]=[CH:19][C:20]([O:25][CH:26]([CH3:28])[CH3:27])=[C:21]([C:22]#[N:23])[CH:24]=4)=[N:14][N:13]=3)[CH:8]=[CH:9][CH:10]=2)[CH2:5][CH2:4]1 |f:0.1|. Procedure details: Prepared using General Procedure 8. To a stirred solution of (S)-5-(5-(1-amino-2,3-dihydro-1H-inden-4-yl)-1,3,4-thiadiazol-2-yl)-2-isopropoxybenzonitrile hydrochloride 4 (15 mg, 0.03 mmol) and TEA (11 mg, 0.1 mmol) in DCM (1 mL) was added methyl chloroformate (10 mg, 0.1). The reaction mixture was stirred at room temperature for 16 h. The solvent was evaporated and water (2 mL) was added. The resulting solid was filtered, washed with water, and dried under high vacuum to afford 12 mg (92%) of (S...